This data is from the Open Reaction Database (ORD), a public repository of structured organic reaction records. The task is: describe an organic reaction: reactants, conditions, products, and yield Yields the product CC1=C(C(=CC(=C1)C)C)S(=O)(=O)[O-].N[N+]1=C(C=CC=C1)C#CCOC (1-amino-2-(3-methoxy-1-propynyl)pyridinium 2,4,6-trimethyl-1-benzenesulfonate), crystals. Starting materials: COCC#CC1=NC=CC=C1 (2-(3-methoxy-1-propynyl)pyridine), C1(=C(C(=CC(=C1)C)C)S(=O)(=O)ON)C (O-mesitylenesulfonylhydroxylamine), C(C)OCC (Diethyl ether). Reaction conditions: time 30 minute. Solvent: ClCCl (dichloromethane), ClCCl (dichloromethane). Reaction SMILES: [CH3:1][O:2][CH2:3][C:4]#[C:5][C:6]1[CH:11]=[CH:10][CH:9]=[CH:8][N:7]=1.[C:12]1([CH3:25])[CH:17]=[C:16]([CH3:18])[CH:15]=[C:14]([CH3:19])[C:13]=1[S:20]([O:23][NH2:24])(=[O:22])=[O:21].C(OCC)C>ClCCl>[CH3:19][C:14]1[CH:15]=[C:16]([CH3:18])[CH:17]=[C:12]([CH3:25])[C:13]=1[S:20]([O-:23])(=[O:22])=[O:21].[NH2:24][N+:7]1[CH:8]=[CH:9][CH:10]=[CH:11][C:6]=1[C:5]#[C:4][CH2:3][O:2][CH3:1] |f:4.5|. Reported procedure: To a solution of 2-(3-methoxy-1-propynyl)pyridine (13.2 g) dissolved in dichloromethane (50 mL) was added a solution of O-mesitylenesulfonylhydroxylamine (Reference; Synthesis, 1997, 1) (21 g) in dichloromethane (80 mL) dropwise while cooling with ice, and the reaction mixture was stirred for 30 minutes. Diethyl ether (1 L) was added to the obtained reaction mixture to precipitate crystals, which were collected by filtration and dried under reduced pressure to afford a crude product of 1-amino-2... Starting materials: C(C)(C)(C)OC(=O)N1CCC(CC1)C=1N(C=C(N1)C1=CC(=C(C=C1)F)F)CCOS(=O)(=O)C (4-[4-(3,4-difluoro-phenyl)-1-(2-methanesulfonyloxy-ethyl)-1H-imidazol-2-yl]-piperidine-1-carboxylic acid tert-butyl ester), CNCCO (2-methylamino-ethanol), CN(C)C=O (DMF). Product: C(C)(C)(C)OC(=O)N1CCC(CC1)C=1N(C=C(N1)C1=CC(=C(C=C1)F)F)CCN(C)CCO (4-(4-(3,4-Difluoro-phenyl)-1-{2-[(2-hydroxy-ethyl)-methyl-amino]-ethyl}-1H-imidazol-2-yl)-piperidine-1-carboxylic acid tert-butyl ester). The yield is 52.2%. RXN SMILES: [C:1]([O:5][C:6]([N:8]1[CH2:13][CH2:12][CH:11]([C:14]2[N:15]([CH2:27]COS(C)(=O)=O)[CH:16]=[C:17]([C:19]3[CH:24]=[CH:23][C:22]([F:25])=[C:21]([F:26])[CH:20]=3)[N:18]=2)[CH2:10][CH2:9]1)=[O:7])([CH3:4])([CH3:3])[CH3:2].[CH3:34][NH:35][CH2:36][CH2:37][OH:38].[CH3:39]N(C=O)C>>[C:1]([O:5][C:6]([N:8]1[CH2:13][CH2:12][CH:11]([C:14]2[N:15]([CH2:27][CH2:34][N:35]([CH2:36][CH2:37][OH:38])[CH3:39])[CH:16]=[C:17]([C:19]3[CH:24]=[CH:23][C:22]([F:25])=[C:21]([F:26])[CH:20]=3)[N:18]=2)[CH2:10][CH2:9]1)=[O:7])([CH3:4])([CH3:3])[CH3:2]. Procedure details: Combine 4-[4-(3,4-difluoro-phenyl)-1-(2-methanesulfonyloxy-ethyl)-1H-imidazol-2-yl]-piperidine-1-carboxylic acid tert-butyl ester (3.0 g; 0.0061 mol; 1.0 equiv), 2-methylamino-ethanol (1.48 g; 0.031 mol; 5.0 equiv) in DMF (30 mL) and stir at 40-50° C. for 16 h. Quench with water and extract with diethyl ether. Evaporate the organic layer, purify over 50 g silica gel with 0 to 10% MeOH/DCM. Pool fractions to produce the title compound (1.5 g; 52.2%) MS (ES+): m/z=465 (M+H). Starting materials: Cc1ccccc1, OCCOc1ccc2c(c1)oc1cc(Cl)ccc12, O=S(Cl)Cl, c1ccncc1. The product is ClCCOc1ccc2c(c1)oc1cc(Cl)ccc12. RXN SMILES: [CH3:29][c:30]1[cH:31][cH:32][cH:33][cH:34][cH:35]1.[Cl:7][c:8]1[cH:9][c:10]2[c:11]([c:12]3[c:13]([o:14]2)[cH:15][c:16]([O:19][CH2:20][CH2:21][OH:22])[cH:17][cH:18]3)[cH:23][cH:24]1.[S:25]([Cl:26])([Cl:27])=[O:28].[cH:1]1[cH:2][cH:3][n:4][cH:5][cH:6]1>>[Cl:7][c:8]1[cH:9][c:10]2[c:11]([c:12]3[c:13]([o:14]2)[cH:15][c:16]([O:19][CH2:20][CH2:21][Cl:27])[cH:17][cH:18]3)[cH:23][cH:24]1.